This data is from the Open Reaction Database (ORD), a public repository of structured organic reaction records. The task is: describe an organic reaction: reactants, conditions, products, and yield Starting materials: sodium diisopropyl naphthalene sulphonate, C(CCCCCCCCCCC)OS(=O)(=O)C1=CC=CC=C1.[Na] (sodium dodecylbenzene sulphonate), BrC1=CC=CC=C1 (bromobenzene). Run in C1=CC=CC=C1 (benzene). The product is C1(=CC=CC=C1)C1=CC=CC=C1 (biphenyl). RXN SMILES: C(OS([C:17]1[CH:22]=[CH:21][CH:20]=[CH:19][CH:18]=1)(=O)=O)CCCCCCCCCCC.[Na].Br[C:25]1[CH:30]=[CH:29][CH:28]=[CH:27][CH:26]=1>C1C=CC=CC=1>[C:25]1([C:17]2[CH:18]=[CH:19][CH:20]=[CH:21][CH:22]=2)[CH:30]=[CH:29][CH:28]=[CH:27][CH:26]=1 |f:0.1,^1:22|. Procedure details: The procedure of Example 15 is repeated except that the 4 parts of sodium diisopropyl naphthalene sulphonate are replaced by 4 parts of sodium dodecylbenzene sulphonate. Again all the bromobenzene is reduced, but mainly to benzene, so that only 0.94 parts of biphenyl are isolated.